From a dataset of the Open Reaction Database (ORD), a public repository of structured organic reaction records. describe an organic reaction: reactants, conditions, products, and yield The reactants are CCOC(=O)C1=C(O)C2C3CCC(C3)C2N(Cc2ccc(F)cc2)C1=O, C1COCCO1, O=S(=O)(O)O. The product is O=C1C=C(O)C2C3CCC(C3)C2N1Cc1ccc(F)cc1. Reaction SMILES: [CH2:1]([O:2][C:3](=[O:4])[C:6]1=[C:15]([OH:16])[CH:14]2[CH:9]([N:8]([CH2:18][c:19]3[cH:20][cH:21][c:22]([F:25])[cH:23][cH:24]3)[C:7]1=[O:26])[CH:10]1[CH2:11][CH2:12][CH:13]2[CH2:17]1)[CH3:5].[CH2:32]1[O:33][CH2:34][CH2:35][O:36][CH2:37]1.[S:27](=[O:28])(=[O:29])([OH:30])[OH:31]>>[CH:6]1=[C:15]([OH:16])[CH:14]2[CH:9]([N:8]([CH2:18][c:19]3[cH:20][cH:21][c:22]([F:25])[cH:23][cH:24]3)[C:7]1=[O:26])[CH:10]1[CH2:11][CH2:12][CH:13]2[CH2:17]1. Starting materials: Cc1ccccc1, OB(O)C1CC1, C1CCC(P(C2CCCCC2)C2CCCCC2)CC1, N#Cc1cccnc1Cl, [K+], [K+], [K+], CC(=O)[O-], CC(=O)[O-], O, O=P([O-])([O-])[O-], [Pd+2]. Yields the product N#Cc1cccnc1C1CC1. Reaction SMILES: [CH3:43][c:44]1[cH:45][cH:46][cH:47][cH:48][cH:49]1.[CH:10]1([B:13]([OH:14])[OH:15])[CH2:11][CH2:12]1.[CH:16]1([P:17]([CH:18]2[CH2:19][CH2:20][CH2:21][CH2:22][CH2:23]2)[CH:24]2[CH2:25][CH2:26][CH2:27][CH2:28][CH2:29]2)[CH2:30][CH2:31][CH2:32][CH2:33][CH2:34]1.[Cl:1][c:2]1[n:3][cH:4][cH:5][cH:6][c:7]1[C:8]#[N:9].[K+:40].[K+:41].[K+:42].[O-:51][C:52]([CH3:53])=[O:54].[O-:55][C:56]([CH3:57])=[O:58].[OH2:59].[P:35]([O-:36])([O-:37])([O-:38])=[O:39].[Pd+2:50]>>[c:2]1([CH:10]2[CH2:11][CH2:12]2)[n:3][cH:4][cH:5][cH:6][c:7]1[C:8]#[N:9]. The reactants are BrC=1C=C(C=NC1)C1=CC(=NN1)NC(CC1=CC2=CC=CC=C2C=C1)=O (5-(5-Bromo-3-pyridyl)-3-(2-naphthylacetyl)aminopyrazole), C(CCC)C(=C(CCCC)CCCC)[Sn] (tributylvinyl tin), O1C(=CC=C1)P(C=1OC=CC1)C=1OC=CC1 (tri-2-furylphosphine), [Cl-].[Li+] (lithium chloride), [F-].[K+] (potassium fluoride). Run in CN1C(CCC1)=O (N-methylpyrrolidone), C(Cl)(Cl)Cl (chloroform). Reaction conditions: temperature 80 celsius, time 8 hour. Product: C1=C(C=CC2=CC=CC=C12)CC(=O)NC1=NNC(=C1)C=1C=NC=C(C1)C=C (3-(2-naphthylacetyl)amino-5-(5-vinyl-3-pyridyl)-pyrazole). As a reaction SMILES: Br[C:2]1[CH:3]=[C:4]([C:8]2[NH:12][N:11]=[C:10]([NH:13][C:14](=[O:26])[CH2:15][C:16]3[CH:25]=[CH:24][C:23]4[C:18](=[CH:19][CH:20]=[CH:21][CH:22]=4)[CH:17]=3)[CH:9]=2)[CH:5]=[N:6][CH:7]=1.[CH2:27](C([Sn])=C(CCCC)CCCC)[CH2:28]CC.O1C=CC=C1P(C1OC=CC=1)C1OC=CC=1.[Cl-].[Li+].[F-].[K+]>CN1CCCC1=O.C(Cl)(Cl)Cl>[CH:17]1[C:18]2[C:23](=[CH:22][CH:21]=[CH:20][CH:19]=2)[CH:24]=[CH:25][C:16]=1[CH2:15][C:14]([NH:13][C:10]1[CH:9]=[C:8]([C:4]2[CH:5]=[N:6][CH:7]=[C:2]([CH:27]=[CH2:28])[CH:3]=2)[NH:12][N:11]=1)=[O:26] |f:3.4,5.6,^1:28|. Reported procedure: 5-(5-Bromo-3-pyridyl)-3-(2-naphthylacetyl)aminopyrazole (509.8 mg), tributylvinyl tin (1.1 ml), a tris(dibenzylideneacetone)dipalladium—chloroform complex (74.2 mg), tri-2-furylphosphine (133.3 mg) and lithium chloride (311.3 mg) were dissolved in N-methylpyrrolidone (10 ml) with heating, and the mixture was stirred at 80° C. overnight. After the reaction solution was allowed to cool, it was poured into a saturated aqueous potassium fluoride solution (100 ml)—chloroform (100 ml) and vigrously st... Starting materials: Cl.C(CC)N(CCCCNCC1=CC=C(CN)C=C1)CCC (4-[(4-dipropylaminobutyl)amino]methylbenzylamine hydrochloride), [OH-].[Na+] (sodium hydroxide). Solvent: O (water). The product is C(CC)N(CCCCNCC1=CC=C(CN)C=C1)CCC (4-[(4-dipropylaminobutyl)amino]methylbenzylamine). Yield: 81.0%. As a reaction SMILES: Cl.[CH2:2]([N:5]([CH2:20][CH2:21][CH3:22])[CH2:6][CH2:7][CH2:8][CH2:9][NH:10][CH2:11][C:12]1[CH:19]=[CH:18][C:15]([CH2:16][NH2:17])=[CH:14][CH:13]=1)[CH2:3][CH3:4].[OH-].[Na+]>O>[CH2:20]([N:5]([CH2:2][CH2:3][CH3:4])[CH2:6][CH2:7][CH2:8][CH2:9][NH:10][CH2:11][C:12]1[CH:13]=[CH:14][C:15]([CH2:16][NH2:17])=[CH:18][CH:19]=1)[CH2:21][CH3:22] |f:0.1,2.3|. Procedure details: 7.81 g of the obtained 4-[(4-dipropylaminobutyl)amino]methylbenzylamine hydrochloride (5aa) was dissolved in 50 ml of water. After the addition of a 1N sodium hydroxide aqueous solution (pH=11), the mixture was extracted with 200 ml of chloroform, followed by 100 ml of chloroform. The chloroform layer was washed with 50 ml of water, dried over anhydrous sodium sulfate, and concentrated under reduced pressure, thereby obtaining 5.62 g of 4-[(4-dipropylaminobutyl)amino]methylbenzylamine (5a) as a ... Starting materials: O=C1NCCCc2ccccc21, CN(C)C=O, [Cl-], [H-], NO[SH](=O)=O, [Na+], [Na+], C1CCOC1. Product: NN1CCCc2ccccc2C1=O. Reaction SMILES: [C:8]1(=[O:19])[NH:9][CH2:10][CH2:11][CH2:12][c:13]2[c:14]1[cH:15][cH:16][cH:17][cH:18]2.[CH3:22][N:23]([CH3:24])[CH:25]=[O:26].[Cl-:20].[H-:6].[NH2:1][O:2][SH:3](=[O:4])=[O:5].[Na+:21].[Na+:7].[O:27]1[CH2:28][CH2:29][CH2:30][CH2:31]1>>[NH2:1][N:9]1[C:8](=[O:19])[c:14]2[c:13]([cH:18][cH:17][cH:16][cH:15]2)[CH2:12][CH2:11][CH2:10]1.